This data is from the Open Reaction Database (ORD), a public repository of structured organic reaction records. The task is: describe an organic reaction: reactants, conditions, products, and yield Starting materials: CO, ClCCl, O=C1CC(=Cc2ccc(F)cc2)CCCN1, [Ir]. The product is O=C1CC(Cc2ccc(F)cc2)CCCN1. As a reaction SMILES: [CH3:17][OH:18].[Cl:20][CH2:21][Cl:22].[F:1][c:2]1[cH:3][cH:4][c:5]([CH:6]=[C:7]2[CH2:8][C:9](=[O:10])[NH:11][CH2:12][CH2:13][CH2:14]2)[cH:15][cH:16]1.[Ir:19]>>[F:1][c:2]1[cH:3][cH:4][c:5]([CH2:6][CH:7]2[CH2:8][C:9](=[O:10])[NH:11][CH2:12][CH2:13][CH2:14]2)[cH:15][cH:16]1.